From a dataset of the Open Reaction Database (ORD), a public repository of structured organic reaction records. describe an organic reaction: reactants, conditions, products, and yield The reactants are O1C(=CC=C1)C=1C=C(C(=O)OCC)C=CC1 (Ethyl 3-(2-furyl)benzoate), [H-].[Al+3].[Li+].[H-].[H-].[H-] (lithium aluminium hydride), O (water). The solvent is C(C)OCC (ethyl ether), C(C)OCC (ethyl ether). The product is O1C(=CC=C1)C=1C=C(CO)C=CC1 (3-(2-furyl)benzyl alcohol). The yield is 83.0%. Reaction SMILES: [O:1]1[CH:5]=[CH:4][CH:3]=[C:2]1[C:6]1[CH:7]=[C:8]([CH:14]=[CH:15][CH:16]=1)[C:9](OCC)=[O:10].[H-].[Al+3].[Li+].[H-].[H-].[H-].O>C(OCC)C>[O:1]1[CH:5]=[CH:4][CH:3]=[C:2]1[C:6]1[CH:7]=[C:8]([CH:14]=[CH:15][CH:16]=1)[CH2:9][OH:10] |f:1.2.3.4.5.6|. Procedure: Ethyl 3-(2-furyl)benzoate [J. Chem. Soc., (B), 1971, 2305 was dissolved in 5 ml of anhydrous ethyl ether. With stirring under ice cooling, 23 mg of lithium aluminium hydride was added The mixture was stirred for 40 minutes. After the reaction, water and ethyl ether were added to extract the reaction mixture The extract was worked up in a customary manner to give 170 mg (yield 83%) of 3-(2-furyl)benzyl alcohol Starting materials: ClC1=CC(=C(C=C1S(=O)(=O)C)C=1N(C(C(N1)(C)C1=CC=C(C=C1)Cl)(C)C1=CC=C(C=C1)Cl)C(=O)Cl)OCC (rac-(4S*,5R*)-2-(4-Chloro-2-ethoxy-5-methanesulfonyl-phenyl)-4,5-bis-(4-chloro-phenyl)-4,5-dimethyl-4,5-dihydro-imidazole-1-carbonyl chloride), Cl.Cl.O=S1(CCC(CC1)N1CCNCC1)=O (1-(1,1-dioxo-tetrahydro-2H-thiopyran-4-yl)-piperazine dihydrochloride). Product: ClC1=CC(=C(C=C1S(=O)(=O)C)C=1N([C@]([C@](N1)(C)C1=CC=C(C=C1)Cl)(C)C1=CC=C(C=C1)Cl)C(=O)N1CCN(CC1)C1CCS(CC1)(=O)=O)OCC ([(4S,5R)-2-(4-Chloro-2-ethoxy-5-methanesulfonyl-phenyl)-4,5-bis-(4-chloro-phenyl)-4,5-dimethyl-4,5-dihydro-imidazol-1-yl]-[4-(1,1-dioxo-tetrahydro-2H-thiopyran-4-yl)-piperazin-1-yl]-methanone). Reaction SMILES: [Cl:1][C:2]1[C:7]([S:8]([CH3:11])(=[O:10])=[O:9])=[CH:6][C:5]([C:12]2[N:13]([C:33](Cl)=[O:34])[C:14]([C:26]3[CH:31]=[CH:30][C:29]([Cl:32])=[CH:28][CH:27]=3)([CH3:25])[C:15]([C:18]3[CH:23]=[CH:22][C:21]([Cl:24])=[CH:20][CH:19]=3)([CH3:17])[N:16]=2)=[C:4]([O:36][CH2:37][CH3:38])[CH:3]=1.Cl.Cl.[O:41]=[S:42]1(=[O:54])[CH2:47][CH2:46][CH:45]([N:48]2[CH2:53][CH2:52][NH:51][CH2:50][CH2:49]2)[CH2:44][CH2:43]1>>[Cl:1][C:2]1[C:7]([S:8]([CH3:11])(=[O:10])=[O:9])=[CH:6][C:5]([C:12]2[N:13]([C:33]([N:51]3[CH2:52][CH2:53][N:48]([CH:45]4[CH2:44][CH2:43][S:42](=[O:41])(=[O:54])[CH2:47][CH2:46]4)[CH2:49][CH2:50]3)=[O:34])[C@@:14]([C:26]3[CH:31]=[CH:30][C:29]([Cl:32])=[CH:28][CH:27]=3)([CH3:25])[C@@:15]([C:18]3[CH:19]=[CH:20][C:21]([Cl:24])=[CH:22][CH:23]=3)([CH3:17])[N:16]=2)=[C:4]([O:36][CH2:37][CH3:38])[CH:3]=1 |f:1.2.3|. Procedure: In a manner analogous to the method described in example 5, rac-(4S*,5R*)-2-(4-chloro-2-ethoxy-5-methanesulfonyl-phenyl)-4,5-bis-(4-chloro-phenyl)-4,5-dimethyl-4,5-dihydro-imidazole-1-carbonyl chloride (example 61) was reacted with 1-(1,1-dioxo-tetrahydro-2H-thiopyran-4-yl)-piperazine dihydrochloride (example 22) to give the title compound as a racemic mixture. The enantiomers were separated by supercritical fluid chromatography (Berger Instrument Multi-Gram II, Regis Technologies Whelk-01 3×25 ... Starting materials: O=C([O-])O, CC1=C(C(=O)O)N2C(=O)C(NC(=O)C(N)c3ccccc3)C2SC1, [Na+], O, O. Product: CC1=C(C(=O)[O-])N2C(=O)C(NC(=O)C(N)c3ccccc3)C2SC1, [Na+]. RXN SMILES: [C:26](=[O:27])([OH:28])[O-:29].[CH:2]12[S:3][CH2:4][C:5]([CH3:6])=[C:7]([C:23]([OH:24])=[O:25])[N:8]1[C:9](=[O:10])[CH:11]2[NH:12][C:13](=[O:14])[CH:15]([NH2:16])[c:17]1[cH:18][cH:19][cH:20][cH:21][cH:22]1.[Na+:30].[OH2:1].[OH2:31]>>[CH:2]12[S:3][CH2:4][C:5]([CH3:6])=[C:7]([C:23](=[O:24])[O-:25])[N:8]1[C:9](=[O:10])[CH:11]2[NH:12][C:13](=[O:14])[CH:15]([NH2:16])[c:17]1[cH:18][cH:19][cH:20][cH:21][cH:22]1.[Na+:30].